Dataset: the Open Reaction Database (ORD), a public repository of structured organic reaction records. Task: describe an organic reaction: reactants, conditions, products, and yield Reaction SMILES: C([C:4]1[CH:5]=[C:6]([CH:9]=[CH:10][CH:11]=1)[CH:7]=O)(O)=O.[N+:12]([CH2:15][CH3:16])([O-])=O.C([O-])(=O)C.[NH4+].CCCCCC.CCOC(C)=O>C(O)(=O)C>[NH2:12][CH:15]([CH2:7][C:6]1[CH:5]=[CH:4][CH:11]=[CH:10][CH:9]=1)[CH3:16] |f:2.3,4.5|. Reported procedure: To a solution of 1.902 q (12.68 mmol) of 3-carboxybenzaldehyde in 10 mL of glacial acetic acid, was added 2.848 mL (2.970 g, 38.04mmol) of nitroethane and 1.080 g (13.95 mmol) of ammonium acetate. The solution was then heated with stirring under nitrogen in a 110° C. oil bath. Then, all of the solid went into solution near 60° C. and the mixture turned a deep yellow color. After 3 hours, thin layer chromatography with 3:1 hexane/EtOAc indicated that no starting material remained. The reaction mi... Run in C(C)(=O)O (acetic acid). Reaction conditions: temperature 110 celsius, time 3 hour. Isolated yield 161.5%. The reactants are C(=O)(O)C=1C=C(C=O)C=CC1 (3-carboxybenzaldehyde), [N+](=O)([O-])CC (nitroethane), C(C)(=O)[O-].[NH4+] (ammonium acetate), CCCCCC.CCOC(=O)C (hexane EtOAc). Product: NC(C)CC1=CC=CC=C1 (Amphetamine). The reactants are CCOCC, C[Si](C)(C)C=[N+]=[N-], CCOC(C)=O, C1CCOC1, O=C(O)CCc1ccc(OCc2cccc(-c3ccc4[nH]ccc4c3)c2)cc1. The product is COC(=O)CCc1ccc(OCc2cccc(-c3ccc4[nH]ccc4c3)c2)cc1. Reaction SMILES: [CH2:29]([O:30][CH2:31][CH3:32])[CH3:33].[CH3:34][Si:35]([CH:36]=[N+:37]=[N-:38])([CH3:39])[CH3:40].[CH3:46][CH2:47][O:48][C:49](=[O:50])[CH3:51].[O:41]1[CH2:42][CH2:43][CH2:44][CH2:45]1.[nH:1]1[cH:2][cH:3][c:4]2[cH:5][c:6](-[c:10]3[cH:11][c:12]([CH2:13][O:14][c:15]4[cH:16][cH:17][c:18]([CH2:21][CH2:22][C:23](=[O:24])[OH:25])[cH:19][cH:20]4)[cH:26][cH:27][cH:28]3)[cH:7][cH:8][c:9]12>>[nH:1]1[cH:2][cH:3][c:4]2[cH:5][c:6](-[c:10]3[cH:11][c:12]([CH2:13][O:14][c:15]4[cH:16][cH:17][c:18]([CH2:21][CH2:22][C:23](=[O:24])[O:25][CH3:29])[cH:19][cH:20]4)[cH:26][cH:27][cH:28]3)[cH:7][cH:8][c:9]12. Starting materials: OCc1ccc(Br)cc1, CI, CN(C)C=O, [H-], [Na+]. The product is COCc1ccc(Br)cc1. Reaction SMILES: [Br:3][c:4]1[cH:5][cH:6][c:7]([CH2:8][OH:9])[cH:10][cH:11]1.[CH3:12][I:13].[CH3:14][N:15]([CH3:16])[CH:17]=[O:18].[H-:1].[Na+:2]>>[Br:3][c:4]1[cH:5][cH:6][c:7]([CH2:8][O:9][CH3:12])[cH:10][cH:11]1. Reactants: O=C[C@H](O)[C@@H](O)[C@H](O)[C@H](O)CO (D-glucose), N[C@@H](CCCNC(N)=N)C(=O)O (L-(+)-arginine). Reagents/catalysts: [Pd] (palladium), [Ni] (Raney nickel). The product is OC(CN[C@@H](CCCN(C(N)=N)CC(C(C(C(CO)O)O)O)O)C(=O)O)C(C(C(CO)O)O)O (N,N'-di-(2,3,4,5,6-pentahydroxy-hexyl)-L-(+)-arginine). Reaction SMILES: O=[CH:2][C@@H:3]([C@H:5]([C@@H:7]([C@@H:9]([CH2:11][OH:12])[OH:10])[OH:8])[OH:6])[OH:4].[NH2:13][C@H:14]([C:22]([OH:24])=[O:23])[CH2:15][CH2:16][CH2:17][NH:18][C:19](=[NH:21])[NH2:20]>[Ni].[Pd]>[OH:4][CH:3]([CH:5]([OH:6])[CH:7]([OH:8])[CH:9]([OH:10])[CH2:11][OH:12])[CH2:2][NH:13][C@H:14]([C:22]([OH:24])=[O:23])[CH2:15][CH2:16][CH2:17][N:18]([CH2:2][CH:3]([OH:4])[CH:5]([OH:6])[CH:7]([OH:8])[CH:9]([OH:10])[CH2:11][OH:12])[C:19](=[NH:20])[NH2:21]. Reported procedure: The manufacture took place by reductive amination of D-glucose and L-(+)-arginine in the molar ratio 2:1 using Raney nickel or palladium/activated carbon (10%) as a catalyst in the temperature range from 50° to 70° C. As a reaction product a light-yellow resin was obtained. Reactants: COC=1C=C2C=C(C=NC2=CC1)C(=O)O (6-Methoxyquinoline-3-carboxylic acid), Br (hydrobromic acid), needle. Solvent: C(C)(=O)O (acetic acid). Run at temperature 140 celsius. Yields the product OC=1C=C2C=C(C=NC2=CC1)C(=O)O (6-hydroxyquinoline-3-carboxylic acid). The yield is 97.1%. Reaction SMILES: C[O:2][C:3]1[CH:4]=[C:5]2[C:10](=[CH:11][CH:12]=1)[N:9]=[CH:8][C:7]([C:13]([OH:15])=[O:14])=[CH:6]2.Br>C(O)(=O)C>[OH:2][C:3]1[CH:4]=[C:5]2[C:10](=[CH:11][CH:12]=1)[N:9]=[CH:8][C:7]([C:13]([OH:15])=[O:14])=[CH:6]2. Procedure details: 6-Methoxyquinoline-3-carboxylic acid (0.75 g, 3.69 mmol) was placed in a 20 mL microwave vial fitted with a stirbar. The solid was suspended in acetic acid (7 mL) and hydrobromic acid (48% in water, 3.5 mL) was added. The vial was capped and the suspension was carefully heated under microwave irradiation at 140° C. for 1 h. After reaction, the vial was thoroughly cooled to room temperature and very carefully vented with an 18 g needle in a fume hood prior to opening. The solids were collected by... Starting materials: C(C=C)OC1=C(C#N)C(=CC=C1)[N+](=O)[O-] (2-allyloxy-6-nitro-benzonitrile), ClC1=CC(=CC=C1)C(=O)OO (m-chloroperbenzoic acid). Solvent: C(Cl)(Cl)Cl (chloroform). Run at time 24 hour. The product is O1C(COC2=C(C#N)C(=CC=C2)[N+](=O)[O-])C1 (2-(2,3-epoxypropoxy)-6-nitro-benzonitrile). Reaction SMILES: [CH2:1]([O:4][C:5]1[CH:12]=[CH:11][CH:10]=[C:9]([N+:13]([O-:15])=[O:14])[C:6]=1[C:7]#[N:8])[CH:2]=[CH2:3].ClC1C=CC=C(C(OO)=[O:24])C=1>C(Cl)(Cl)Cl>[O:24]1[CH2:3][CH:2]1[CH2:1][O:4][C:5]1[CH:12]=[CH:11][CH:10]=[C:9]([N+:13]([O-:15])=[O:14])[C:6]=1[C:7]#[N:8]. Procedure details: 22.5 g of 2-allyloxy-6-nitro-benzonitrile are introduced into a solution of 26.8 g of m-chloroperbenzoic acid (85% strength) in 1 liter of chloroform and the mixture is warmed to 50° in the course of 3 hours. The reaction mixture is kept at this temperature for 24 hours and then cooled and the solution is washed with 100 ml of 1 M sodium sulphite solution, then with 100 ml of 2 N sodium hydroxide solution and finally with 100 ml of water. After drying over magnesium sulphate and evaporating the ...